Dataset: the Open Reaction Database (ORD), a public repository of structured organic reaction records. Task: describe an organic reaction: reactants, conditions, products, and yield The reactants are CC#N, ClCc1ccc(-c2ccccc2)cc1, Cl, O=C1COC(=O)N1CCC1CCNCC1, [Na+], [Na+], O=C([O-])[O-]. Yields the product O=C1COC(=O)N1CCC1CCN(Cc2ccc(-c3ccccc3)cc2)CC1. RXN SMILES: [CH3:37][C:38]#[N:39].[Cl:17][CH2:18][c:19]1[cH:20][cH:21][c:22](-[c:25]2[cH:26][cH:27][cH:28][cH:29][cH:30]2)[cH:23][cH:24]1.[ClH:1].[NH:2]1[CH2:3][CH2:4][CH:5]([CH2:8][CH2:9][N:10]2[C:11](=[O:16])[O:12][CH2:13][C:14]2=[O:15])[CH2:6][CH2:7]1.[Na+:31].[Na+:32].[O-:33][C:34](=[O:35])[O-:36]>>[N:2]1([CH2:18][c:19]2[cH:20][cH:21][c:22](-[c:25]3[cH:26][cH:27][cH:28][cH:29][cH:30]3)[cH:23][cH:24]2)[CH2:3][CH2:4][CH:5]([CH2:8][CH2:9][N:10]2[C:11](=[O:16])[O:12][CH2:13][C:14]2=[O:15])[CH2:6][CH2:7]1. Starting materials: CCOC(=O)c1ccc(Oc2ncccc2C2=CCN(C(=O)OC(C)(C)C)CC2)cc1, CCO, [OH-], [OH-], [Pd+2]. Yields the product CCOC(=O)c1ccc(Oc2ncccc2C2CCN(C(=O)OC(C)(C)C)CC2)cc1. As a reaction SMILES: [CH2:1]([CH3:2])[O:3][C:4](=[O:5])[c:6]1[cH:7][cH:8][c:9]([O:10][c:11]2[n:12][cH:13][cH:14][cH:15][c:16]2[C:17]2=[CH:18][CH2:19][N:20]([C:23](=[O:24])[O:25][C:26]([CH3:27])([CH3:28])[CH3:29])[CH2:21][CH2:22]2)[cH:30][cH:31]1.[CH3:32][CH2:33][OH:34].[OH-:35].[OH-:37].[Pd+2:36]>>[CH2:1]([CH3:2])[O:3][C:4](=[O:5])[c:6]1[cH:7][cH:8][c:9]([O:10][c:11]2[n:12][cH:13][cH:14][cH:15][c:16]2[CH:17]2[CH2:18][CH2:19][N:20]([C:23](=[O:24])[O:25][C:26]([CH3:27])([CH3:28])[CH3:29])[CH2:21][CH2:22]2)[cH:30][cH:31]1. The reactants are Cc1ccccc1, CN(C)C=O, O=Cc1ccccc1O, ClCCCN1CCCCC1, [H-], [Na+]. The product is O=Cc1ccccc1OCCCN1CCCCC1. As a reaction SMILES: [CH3:12][c:13]1[cH:14][cH:15][cH:16][cH:17][cH:18]1.[CH3:29][N:30]([CH3:31])[CH:32]=[O:33].[CH:1](=[O:2])[c:3]1[cH:4][cH:5][cH:6][cH:7][c:8]1[OH:9].[Cl:19][CH2:20][CH2:21][CH2:22][N:23]1[CH2:24][CH2:25][CH2:26][CH2:27][CH2:28]1.[H-:10].[Na+:11]>>[CH:1](=[O:2])[c:3]1[cH:4][cH:5][cH:6][cH:7][c:8]1[O:9][CH2:20][CH2:21][CH2:22][N:23]1[CH2:24][CH2:25][CH2:26][CH2:27][CH2:28]1. Reactants: C(C)#N (acetonitrile), C(C)OC(COCC1=CC=CC=C1)=O (ethylbenzyloxyacetate), solution, CCCCCC.C(CCC)[Li] (n-butyllithiumhexane), ice water. Run in O1CCCC1 (tetrahydrofuran), O1CCCC1 (tetrahydrofuran), O1CCCC1 (tetrahydrofuran). Reaction conditions: temperature -78 celsius, time 1 hour. Product: C(C1=CC=CC=C1)OCC(CC#N)=O (4-benzyloxy-3-ketobutanenitrile). The yield is 151.1%. As a reaction SMILES: CCCCCC.C([Li])CCC.[C:12](#[N:14])[CH3:13].C([O:17][C:18](=O)[CH2:19][O:20][CH2:21][C:22]1[CH:27]=[CH:26][CH:25]=[CH:24][CH:23]=1)C>O1CCCC1>[CH2:21]([O:20][CH2:19][C:18](=[O:17])[CH2:13][C:12]#[N:14])[C:22]1[CH:27]=[CH:26][CH:25]=[CH:24][CH:23]=1 |f:0.1|. Procedure details: In a stream of argon, 156.2 ml (0.248 mole) of a solution of 1.6 moles of n-butyllithiumhexane was added to 150 ml of anhydrous tetrahydrofuran. The mixture was cooled to -78° C., and a solution of 15.8 ml (0.293 mole) of acetonitrile in 50 ml of anhydrous tetrahydrofuran was added dropwise. The mixture was stirred at -78° C. for 1 hour. A solution of 55.2 g (0.248 mole) of ethylbenzyloxyacetate in 100 ml of anhydrous tetrahydrofuran was added dropwise. The mixture was stirred at -78° C. for 15 ... The reactants are C(C1=CC=CC=C1)N1CCOC2=C(C1)C=CC(=N2)Cl (4-benzyl-8-chloro-2,3,4,5-tetrahydropyrido[3,2-f][1,4]oxazepine), C1(CC1)C(C)O (1-cyclopropylethanol), [H-].[Na+] (sodium hydride), O (water). The reagents and catalysts are C=1C=CC(=CC1)/C=C/C(=O)/C=C/C2=CC=CC=C2.C=1C=CC(=CC1)/C=C/C(=O)/C=C/C2=CC=CC=C2.C=1C=CC(=CC1)/C=C/C(=O)/C=C/C2=CC=CC=C2.[Pd].[Pd] (Pd2(dba)3), C=1C=CC(=CC1)P(C=2C=CC=CC2)C3=CC=C4C=CC=CC4=C3C5=C6C=CC=CC6=CC=C5P(C=7C=CC=CC7)C=8C=CC=CC8 (BINAP). Solvent: C1(=CC=CC=C1)C (toluene), C1(=CC=CC=C1)C (toluene). Reaction conditions: temperature 70 celsius, time 15 minute. Yields the product C(C1=CC=CC=C1)N1CCOC2=C(C1)C=CC(=N2)OC(C)C2CC2 (4-benzyl-8-(1-cyclopropylethoxy)-2,3,4,5-tetrahydropyrido[3,2-f][1,4]oxazepine). Yield: 74.0%. RXN SMILES: [CH:1]1([CH:4]([OH:6])[CH3:5])[CH2:3][CH2:2]1.[H-].[Na+].[CH2:9]([N:16]1[CH2:22][C:21]2[CH:23]=[CH:24][C:25](Cl)=[N:26][C:20]=2[O:19][CH2:18][CH2:17]1)[C:10]1[CH:15]=[CH:14][CH:13]=[CH:12][CH:11]=1.O>C1(C)C=CC=CC=1.C1C=CC(/C=C/C(/C=C/C2C=CC=CC=2)=O)=CC=1.C1C=CC(/C=C/C(/C=C/C2C=CC=CC=2)=O)=CC=1.C1C=CC(/C=C/C(/C=C/C2C=CC=CC=2)=O)=CC=1.[Pd].[Pd].C1C=CC(P(C2C(C3C(P(C4C=CC=CC=4)C4C=CC=CC=4)=CC=C4C=3C=CC=C4)=C3C(C=CC=C3)=CC=2)C2C=CC=CC=2)=CC=1>[CH2:9]([N:16]1[CH2:22][C:21]2[CH:23]=[CH:24][C:25]([O:6][CH:4]([CH:1]3[CH2:3][CH2:2]3)[CH3:5])=[N:26][C:20]=2[O:19][CH2:18][CH2:17]1)[C:10]1[CH:11]=[CH:12][CH:13]=[CH:14][CH:15]=1 |f:1.2,6.7.8.9.10|. Procedure: To a solution of 1-cyclopropylethanol (0.17 mL) in toluene (4 mL) was added sodium hydride (0.14 g), and the resulting mixture was stirred at 70° C. for 15 min under a nitrogen atmosphere. A mixture of 4-benzyl-8-chloro-2,3,4,5-tetrahydropyrido[3,2-f][1,4]oxazepine (0.48 g), BINAP (0.033 g), Pd2(dba)3 (0.024 g) and toluene (4 mL) was added, and the resulting mixture was stirred at 100° C. for 2 hr under an argon atmosphere. The reaction solution was poured into water, and the resulting product w... Reactants: 4-[, NC1=C(C=C(C(=C1)O[C@@H](C)CCCCCC)[N+](=O)[O-])C1=CC=C(C(=O)O)C=C1 (4-(2-amino-5-nitro-4-[(S)-2-octyloxy]phenyl)benzoic acid), OC1=CC=C(OC(C)O)C=C1 ((4-hydroxyphenoxy)ethanol). Reagents/catalysts: CN(C1=CC=NC=C1)C (4-dimethylaminopyridine). Run in ClCCl (dichloromethane). Product: NC1=C(C=C(C(=C1)O[C@@H](C)CCCCCC)[N+](=O)[O-])C1=CC=C(C(=O)OC2=CC=C(OC(C)O)C=C2)C=C1 ((4-[4-(2-amino-5-nitro-4-[(S)-2-octyloxy]phenyl)benzoyloxy]phenoxy)ethanol). RXN SMILES: [NH2:1][C:2]1[CH:7]=[C:6]([O:8][C@H:9]([CH2:11][CH2:12][CH2:13][CH2:14][CH2:15][CH3:16])[CH3:10])[C:5]([N+:17]([O-:19])=[O:18])=[CH:4][C:3]=1[C:20]1[CH:28]=[CH:27][C:23]([C:24]([OH:26])=[O:25])=[CH:22][CH:21]=1.O[C:30]1[CH:39]=[CH:38][C:33]([O:34][CH:35]([OH:37])[CH3:36])=[CH:32][CH:31]=1>CN(C)C1C=CN=CC=1.ClCCl>[NH2:1][C:2]1[CH:7]=[C:6]([O:8][C@H:9]([CH2:11][CH2:12][CH2:13][CH2:14][CH2:15][CH3:16])[CH3:10])[C:5]([N+:17]([O-:19])=[O:18])=[CH:4][C:3]=1[C:20]1[CH:28]=[CH:27][C:23]([C:24]([O:26][C:30]2[CH:39]=[CH:38][C:33]([O:34][CH:35]([OH:37])[CH3:36])=[CH:32][CH:31]=2)=[O:25])=[CH:22][CH:21]=1. Procedure: 0.6 g of 4-[4-(2-amino-5-nitro-4-[(S)-2-octyloxy]phenyl)benzoic acid and 0.2 g of (4-hydroxyphenoxy)ethanol, 0.04 g of 4-dimethylaminopyridine, 0.4 g of N,N'-dicyclodicyclohexyldicarbodimide and 50 ml of dichloromethane are reacted in an analogous manner to Example 1 to give 0.4 g of (4-[4-(2-amino-5-nitro-4-[(S)-2-octyloxy]phenyl)benzoyloxy]phenoxy)ethanol. The reactants are C, CCOC(=O)OCC1OC(Oc2ccccc2Cc2ccc(CCOCc3ccccc3)cc2)C(O)C(O)C1O, CCOC(C)=O, CCO, [Pd]. Product: CCOC(=O)OCC1OC(Oc2ccccc2Cc2ccc(CCO)cc2)C(O)C(O)C1O. RXN SMILES: [C:50].[CH2:1]([CH3:2])[O:3][C:4](=[O:5])[O:6][CH2:7][CH:8]1[CH:9]([OH:40])[CH:10]([OH:39])[CH:11]([OH:38])[CH:12]([O:13][c:14]2[c:15]([CH2:20][c:21]3[cH:22][cH:23][c:24]([CH2:27][CH2:28][O:29][CH2:30][c:31]4[cH:32][cH:33][cH:34][cH:35][cH:36]4)[cH:25][cH:26]3)[cH:16][cH:17][cH:18][cH:19]2)[O:37]1.[CH3:41][CH2:42][O:43][C:44](=[O:45])[CH3:46].[CH3:47][CH2:48][OH:49].[Pd:51]>>[CH2:1]([CH3:2])[O:3][C:4](=[O:5])[O:6][CH2:7][CH:8]1[CH:9]([OH:40])[CH:10]([OH:39])[CH:11]([OH:38])[CH:12]([O:13][c:14]2[c:15]([CH2:20][c:21]3[cH:22][cH:23][c:24]([CH2:27][CH2:28][OH:29])[cH:25][cH:26]3)[cH:16][cH:17][cH:18][cH:19]2)[O:37]1. Starting materials: COC1=CC(=C(C=C1)C=1C=C2CCCN3C2=C(C1)[C@H]1[C@@H]3CCNC1)C(F)(F)F ((7aS,11aR)-2-[4-methoxy-2-(trifluoromethyl)phenyl]-5,6,7a,8,9,10,11,11a-octahydro-4H-pyrido[3′,4′:4,5]pyrrolo[3,2,1-ij]quinoline), NaBH, C(C)(=O)O (acetic acid). Conditions: temperature 55 celsius, time 15 hour. Product: C(C)N1C[C@@H]2[C@@H](N3CCCC4=CC(=CC2=C34)C3=C(C=C(C=C3)OC)C(F)(F)F)CC1 ((7aS,11aR)-10-ethyl-2-[4-methoxy-2-(trifluoromethyl)phenyl]-5,6,7a,8,9,10,11,11a-octahydro-4H-pyrido[3′,4′:4,5]pyrrolo[3,2,1-ij]quinoline). Yield: 81.0%. RXN SMILES: [CH3:1][O:2][C:3]1[CH:8]=[CH:7][C:6]([C:9]2[CH:10]=[C:11]3[C:16]4=[C:17]([C@@H:19]5[CH2:24][NH:23][CH2:22][CH2:21][C@@H:20]5[N:15]4[CH2:14][CH2:13][CH2:12]3)[CH:18]=2)=[C:5]([C:25]([F:28])([F:27])[F:26])[CH:4]=1.[C:29](O)(=O)[CH3:30]>>[CH2:29]([N:23]1[CH2:22][CH2:21][C@@H:20]2[N:15]3[C:16]4[C:11](=[CH:10][C:9]([C:6]5[CH:7]=[CH:8][C:3]([O:2][CH3:1])=[CH:4][C:5]=5[C:25]([F:28])([F:26])[F:27])=[CH:18][C:17]=4[C@@H:19]2[CH2:24]1)[CH2:12][CH2:13][CH2:14]3)[CH3:30]. Procedure details: To a solution of (7aS,11aR)-2-[4-methoxy-2-(trifluoromethyl)phenyl]-5,6,7a,8,9,10,11,11a-octahydro-4H-pyrido[3′,4′:4,5]pyrrolo[3,2,1-ij]quinoline (30 mg, 0.077 mmol) in acetic acid (0.28 mL) was added NaBH (30 mg, 0.80 mmol) in 2 portion in 10 min interval at 55° C. The reaction mixture was stirred for 15 h at 55° C. then quenched by addition of H2O. The aqueous solution was basified with 50% NaOH then extracted with CHCl3. The combined organic solution was dried over MgSO4, concentrated in vacu...